Dataset: the Open Reaction Database (ORD), a public repository of structured organic reaction records. Task: describe an organic reaction: reactants, conditions, products, and yield Reactants: O=S1(OC2=C(C=N1)C=C(C=C2I)C(C)(C)C)=O (2,2-dioxo-6-(1,1-dimethylethyl)-8-iodo-1,2,3-benzoxathiazine), O=S1(OC2=C(C=N1)C=C(C=C2C(F)(F)F)C(C)(C)C)=O (2,2-dioxo-6-(1,1-dimethylethyl)-8-trifluoromethyl-1,2,3-benzoxathiazine). The product is O=S1(OC2=C(CN1)C=C(C=C2C(F)(F)F)C(C)(C)C)=O (2,2-dioxo-3,4-dihydro-6-(1,1-dimethylethyl)-8-trifluoromethyl-1,2,3-benzoxathiazine). RXN SMILES: O=S1(=O)N=CC2C=C(C(C)(C)C)C=C(I)C=2O1.[O:18]=[S:19]1(=[O:37])[N:24]=[CH:23][C:22]2[CH:25]=[C:26]([C:33]([CH3:36])([CH3:35])[CH3:34])[CH:27]=[C:28]([C:29]([F:32])([F:31])[F:30])[C:21]=2[O:20]1>>[O:37]=[S:19]1(=[O:18])[NH:24][CH2:23][C:22]2[CH:25]=[C:26]([C:33]([CH3:35])([CH3:34])[CH3:36])[CH:27]=[C:28]([C:29]([F:32])([F:30])[F:31])[C:21]=2[O:20]1. Procedure details: This compound is prepared by essentially the same method as described in Example 8 except that the 2,2-dioxo-6-(1,1-dimethylethyl)-8-iodo-1,2,3-benzoxathiazine is replaced by 2,2-dioxo-6-(1,1-dimethylethyl)-8-trifluoromethyl-1,2,3-benzoxathiazine. Thereby is obtained 2,2-dioxo-3,4-dihydro-6-(1,1-dimethylethyl)-8-trifluoromethyl-1,2,3-benzoxathiazine. Reactants: ClC=1C=C(C=C(C1)Cl)C1(CNCC1)C(F)(F)F (3-(3,5-dichlorophenyl)-3-(trifluoromethyl)pyrrolidine), FC1=C(C#N)C=C(C=C1)I (2-fluoro-5-iodobenzonitrile). The solvent is C1(=CC=CC=C1)C (toluene). Run at temperature 80 celsius, time 2 hour. The product is ClC=1C=C(C=C(C1)Cl)C1(CN(CC1)C=1C=CC(=C(C#N)C1)F)C(F)(F)F (5-[3-(3,5-dichlorophenyl)-3-(trifluoromethyl)pyrrolidin-1-yl]-2-fluorobenzonitrile). The yield is 63.4%. Reaction SMILES: [Cl:1][C:2]1[CH:3]=[C:4]([C:9]2([C:14]([F:17])([F:16])[F:15])[CH2:13][CH2:12][NH:11][CH2:10]2)[CH:5]=[C:6]([Cl:8])[CH:7]=1.[F:18][C:19]1[CH:26]=[CH:25][C:24](I)=[CH:23][C:20]=1[C:21]#[N:22]>C1(C)C=CC=CC=1>[Cl:8][C:6]1[CH:5]=[C:4]([C:9]2([C:14]([F:17])([F:16])[F:15])[CH2:13][CH2:12][N:11]([C:24]3[CH:25]=[CH:26][C:19]([F:18])=[C:20]([CH:23]=3)[C:21]#[N:22])[CH2:10]2)[CH:3]=[C:2]([Cl:1])[CH:7]=1. Procedure details: 3-(3,5-dichlorophenyl)-3-(trifluoromethyl)pyrrolidine (0.6 g) and 2-fluoro-5-iodobenzonitrile (0.57 g) was dissolved in toluene, which was then degassed 3 times. To the solution in toluene was added sodium tert-butoxide (0.20 g), Tris(dibenzylidene acetone)dipalladium chloroform complex (0.04 g) and Xantphos (0.07 g) under argon atmosphere, and the mixture was stirred at 80° C. for two hours. The mixture was cooled to room temperature and then diluted with ethyl acetate, which was then washed wi... The reactants are P(=O)([O-])([O-])[O-] (Phosphate), C[Si]([O-])(C)C.[K+] (Potassium trimethylsilanolate), CC1(OCC2=C(O1)C=CC(=C2)[C@@H]2CN(C(O2)=O)CCCCCCOCCOCC=2C=C(C=CC2)NC(=O)NC2=CC=CC=C2)C (N-(3-{[2-({6-[(5R)-5-(2,2-dimethyl-4H-1,3-benzodioxin-6-yl)-2-oxo-1,3-oxazolidin-3-yl]hexyl}oxy)-ethoxy]methyl}phenyl)-N′-phenylurea), C[Si]([O-])(C)C.[K+] (potassium trimethylsilanolate). Run in C1CCOC1 (THF). Run at temperature 65 celsius. Yields the product CC1(OCC2=C(O1)C=CC(=C2)[C@H](CNCCCCCCOCCOCC=2C=C(C=CC2)NC(=O)NC2=CC=CC=C2)O)C (N-[3-({2-[(6-{[(2R)-2-(2,2-Dimethyl-4H-1,3-benzodioxin-6-yl)-2-hydroxyethyl]amino}hexyl)oxy]ethoxy}methyl)phenyl]-N′-phenylurea). Isolated yield 46.2%. As a reaction SMILES: C[Si](C)(C)[O-].[K+].[CH3:7][C:8]1([CH3:51])[O:13][C:12]2[CH:14]=[CH:15][C:16]([C@H:18]3[O:22]C(=O)[N:20]([CH2:24][CH2:25][CH2:26][CH2:27][CH2:28][CH2:29][O:30][CH2:31][CH2:32][O:33][CH2:34][C:35]4[CH:36]=[C:37]([NH:41][C:42]([NH:44][C:45]5[CH:50]=[CH:49][CH:48]=[CH:47][CH:46]=5)=[O:43])[CH:38]=[CH:39][CH:40]=4)[CH2:19]3)=[CH:17][C:11]=2[CH2:10][O:9]1.P([O-])([O-])([O-])=O>C1COCC1>[CH3:7][C:8]1([CH3:51])[O:13][C:12]2[CH:14]=[CH:15][C:16]([C@@H:18]([OH:22])[CH2:19][NH:20][CH2:24][CH2:25][CH2:26][CH2:27][CH2:28][CH2:29][O:30][CH2:31][CH2:32][O:33][CH2:34][C:35]3[CH:36]=[C:37]([NH:41][C:42]([NH:44][C:45]4[CH:46]=[CH:47][CH:48]=[CH:49][CH:50]=4)=[O:43])[CH:38]=[CH:39][CH:40]=3)=[CH:17][C:11]=2[CH2:10][O:9]1 |f:0.1|. Reported procedure: Potassium trimethylsilanolate (0.056 g) was added to a solution of N-(3-{[2-({6-[(5R)-5-(2,2-dimethyl-4H-1,3-benzodioxin-6-yl)-2-oxo-1,3-oxazolidin-3-yl]hexyl}oxy)-ethoxy]methyl}phenyl)-N′-phenylurea (0.061 g) in degassed anhydrous THF (4 ml) whilst stirring under nitrogen. The reaction mixture was heated to 65° C. for 4 h, adding additional potassium trimethylsilanolate (0.057 g) and heating for a further 2.5 h, at which point the reaction mixture was cooled to room temperature. Phosphate buffe... Reactants: C1(=CC=CC=C1)N=C=O (Phenyl isocyanate), C1=C(C=CC2=CC=CC=C12)C=1OC(C(CN1)O)C1=CC=CC=C1 ((5RS, 6SR)-2-(2-naphthyl)-6-phenyl-5,6-dihydro-4H-1,3-oxazin-5-ol). The solvent is ClCCCl (1,2-dichloroethane). Reaction conditions: temperature 80 celsius. The product is C1=C(C=CC2=CC=CC=C12)C=1OC(C(CN1)OC(NC1=CC=CC=C1)=O)C1=CC=CC=C1 ((5RS, 6SR)-2-(2-naphthyl)-6-phenyl-5-phenylcarbamoyloxy-5,6-dihydro-4H-1,3-oxazine). Isolated yield 36.3%. As a reaction SMILES: [C:1]1([N:7]=[C:8]=[O:9])[CH:6]=[CH:5][CH:4]=[CH:3][CH:2]=1.[CH:10]1[C:19]2[C:14](=[CH:15][CH:16]=[CH:17][CH:18]=2)[CH:13]=[CH:12][C:11]=1[C:20]1[O:21][CH:22]([C:27]2[CH:32]=[CH:31][CH:30]=[CH:29][CH:28]=2)[CH:23]([OH:26])[CH2:24][N:25]=1>ClCCCl>[CH:10]1[C:19]2[C:14](=[CH:15][CH:16]=[CH:17][CH:18]=2)[CH:13]=[CH:12][C:11]=1[C:20]1[O:21][CH:22]([C:27]2[CH:32]=[CH:31][CH:30]=[CH:29][CH:28]=2)[CH:23]([O:26][C:8](=[O:9])[NH:7][C:1]2[CH:6]=[CH:5][CH:4]=[CH:3][CH:2]=2)[CH2:24][N:25]=1. Reported procedure: Phenyl isocyanate (0.7 g) is added at a temperature in the region of 20° C. to a solution, maintained under an argon atmosphere, of (5RS, 6SR)-2-(2-naphthyl)-6-phenyl-5,6-dihydro-4H-1,3-oxazin-5-ol (1.8 g) in 1,2-dichloroethane (21 cc). The solution obtained is heated to 80° C. for 4 hours and then concentrated to dryness under reduced pressure (2.7 kPa). The solid obtained is purified by chromatography on silica (0.063-0.2 mm; 200 g) contained in a column 2.5 cm in diameter, collecting 20-cc fr... Starting materials: COC=1C=C(C=C(C1OC)OC)/C=C/C=C/C(=O)NC1=C(C=CC=C1NC(\C=C\C=C\C1=CC(=C(C(=C1)OC)OC)OC)=O)OC(\C=C\C=C\C1=CC(=C(C(=C1)OC)OC)OC)=O (N,N′,O-tri[5-(3,4,5-trimethoxyphenyl)penta-(2E,4E)-dienoyl]-2,3-diaminophenol), C([O-])([O-])=O.[K+].[K+] (potassium carbonate). Run in CO.O1CCCC1 (methanol tetrahydrofuran). Reaction conditions: time 1 hour. The product is crude crystals, COC=1C=C(C=C(C1OC)OC)/C=C/C=C/C(=O)NC1=C(C=CC=C1NC(\C=C\C=C\C1=CC(=C(C(=C1)OC)OC)OC)=O)O (N,N′-bis[5-(3,4,5-trimethoxyphenyl)penta-(2E,4E)-dienoyl]-2,3-diaminophenol). Isolated yield 90.0%. Reaction SMILES: [CH3:1][O:2][C:3]1[CH:4]=[C:5](/[CH:13]=[CH:14]/[CH:15]=[CH:16]/[C:17]([NH:19][C:20]2[C:25]([NH:26][C:27](=[O:44])/[CH:28]=[CH:29]/[CH:30]=[CH:31]/[C:32]3[CH:37]=[C:36]([O:38][CH3:39])[C:35]([O:40][CH3:41])=[C:34]([O:42][CH3:43])[CH:33]=3)=[CH:24][CH:23]=[CH:22][C:21]=2[O:45]C(=O)/C=C/C=C/C2C=C(OC)C(OC)=C(OC)C=2)=[O:18])[CH:6]=[C:7]([O:11][CH3:12])[C:8]=1[O:9][CH3:10].C(=O)([O-])[O-].[K+].[K+]>CO.O1CCCC1>[CH3:12][O:11][C:7]1[CH:6]=[C:5](/[CH:13]=[CH:14]/[CH:15]=[CH:16]/[C:17]([NH:19][C:20]2[C:25]([NH:26][C:27](=[O:44])/[CH:28]=[CH:29]/[CH:30]=[CH:31]/[C:32]3[CH:33]=[C:34]([O:42][CH3:43])[C:35]([O:40][CH3:41])=[C:36]([O:38][CH3:39])[CH:37]=3)=[CH:24][CH:23]=[CH:22][C:21]=2[OH:45])=[O:18])[CH:4]=[C:3]([O:2][CH3:1])[C:8]=1[O:9][CH3:10] |f:1.2.3,4.5|. Reported procedure: A solution of 196 mg (0.23 mmol) of N,N′,O-tri[5-(3,4,5-trimethoxyphenyl)penta-(2E,4E)-dienoyl]-2,3-diaminophenol synthesized by the process described above in anhydrous methanol-tetrahydrofuran (3 ml-3 ml) was cooled in an ice bath. To the solution was added 19 mg (0.14 mmol) of potassium carbonate. The ice bath was removed, and the mixture was stirred for 1 hour at room temperature. Added to the reaction mixture were 0.5 ml of 1N hydrochloric acid and 5 ml of a saturated saline solution to con... Starting materials: tri-o-furyl phosphine, IC1=C(C=CC=C1)Br (1-iodo-2-bromobenzene), CC(CC[Zn])C (3-methyl-butyl zinc). Reagents/catalysts: C(C1=CC=CC=C1)=CC(=O)C=CC1=CC=CC=C1.[Pd] (palladium dibenzylidene acetone). The product is BrC1=C(C=CC=C1)CCC(C)C (1-Bromo-2-(3-methyl-butyl)-benzene). The yield is 78.1%. RXN SMILES: I[C:2]1[CH:7]=[CH:6][CH:5]=[CH:4][C:3]=1[Br:8].[CH3:9][CH:10]([CH3:14])[CH2:11][CH2:12][Zn]>C(=CC(C=CC1C=CC=CC=1)=O)C1C=CC=CC=1.[Pd]>[Br:8][C:3]1[CH:4]=[CH:5][CH:6]=[CH:7][C:2]=1[CH2:12][CH2:11][CH:10]([CH3:14])[CH3:9] |f:2.3|. Procedure: Charge a Schlenck flask with palladium dibenzylidene acetone (88 mg, 0.16 mmol) and tri-o-furyl phosphine (72 mg, 0.31 mmol), purge with nitrogen and add 2 ml of dry THF. Stir until the deep purple solution turns to greenish yellow and add 1-iodo-2-bromobenzene (0.8 ml. 6.2 mmol) followed by 3-methyl-butyl zinc (0.5 M solution in THF, 30 ml, 15 mmol). Stir at room temperature for 4 hours. Add silica gel, concentrate under reduced pressure, load residue onto a flash silica gel column, and elute w...